From a dataset of the Open Reaction Database (ORD), a public repository of structured organic reaction records. describe an organic reaction: reactants, conditions, products, and yield Starting materials: C1CCOC1, COC(=O)C(C)(C)c1ccc2ncc(OC)cc2c1, CO, Cl, [Li+], [OH-]. The product is COc1cnc2ccc(C(C)(C)C(=O)O)cc2c1. RXN SMILES: [CH2:25]1[O:26][CH2:27][CH2:28][CH2:29]1.[CH3:1][O:2][c:3]1[cH:4][n:5][c:6]2[cH:7][cH:8][c:9]([C:13]([C:14](=[O:15])[O:16][CH3:17])([CH3:18])[CH3:19])[cH:10][c:11]2[cH:12]1.[CH3:22][OH:23].[ClH:24].[Li+:21].[OH-:20]>>[CH3:1][O:2][c:3]1[cH:4][n:5][c:6]2[cH:7][cH:8][c:9]([C:13]([C:14](=[O:15])[OH:16])([CH3:18])[CH3:19])[cH:10][c:11]2[cH:12]1. Starting materials: COC(C1=CC(=C(C=C1)OCC(=O)O)C)=O (4-carboxymethoxy-3-methyl-benzoic acid methyl ester), Cl.Cl.CC(CCN1CCNCC1)(C)C (1-(3,3-dimethyl-butyl)-piperazine dihydro-chloride). Reagents/catalysts: CN(C)C=1C=CN=CC1 (DMAP). The solvent is ClCCl (dichloromethane), C(C)N(CC)CC (triethylamine). Conditions: time 1 hour. The product is COC(C1=CC(=C(C=C1)OCC(=O)N1CCN(CC1)CCC(C)(C)C)C)=O (4-{2-[4-(3,3-Dimethyl-butyl)-piperazin-1-yl]-2-oxo-ethoxy}-3-methyl-benzoic Acid Methyl Ester). Yield: 55.0%. RXN SMILES: [CH3:1][O:2][C:3](=[O:16])[C:4]1[CH:9]=[CH:8][C:7]([O:10][CH2:11][C:12]([OH:14])=O)=[C:6]([CH3:15])[CH:5]=1.Cl.Cl.[CH3:19][C:20]([CH3:30])([CH3:29])[CH2:21][CH2:22][N:23]1[CH2:28][CH2:27][NH:26][CH2:25][CH2:24]1>CN(C1C=CN=CC=1)C.ClCCl.C(N(CC)CC)C>[CH3:1][O:2][C:3](=[O:16])[C:4]1[CH:9]=[CH:8][C:7]([O:10][CH2:11][C:12]([N:26]2[CH2:27][CH2:28][N:23]([CH2:22][CH2:21][C:20]([CH3:30])([CH3:29])[CH3:19])[CH2:24][CH2:25]2)=[O:14])=[C:6]([CH3:15])[CH:5]=1 |f:1.2.3|. Procedure: WSCD (5.14 g, 27.2 mmol) and DMAP (1.64 g, 13.6 mmol) were added to a solution of 4-carboxymethoxy-3-methyl-benzoic acid methyl ester from Example E41.2 (3.04 g, 13.6 mmol) in dichloromethane (100 ml) and triethylamine (5 ml). The mixture was stirred for 1 h at room temperature then 1-(3,3-dimethyl-butyl)-piperazine dihydro-chloride from Example E4 (3.67 g, 14.9 mmol) was added. The mixture was stirred for 20 h at room temperature then solvents were removed in vacuo. The residue was dissolved in... The reactants are NC1=C(SC=C1)\C(\C)=C/C(C)C (3-amino-2-{(Z)-(4-methyl-2-penten-2-yl)}thiophene), C1(=CC=C(C=C1)S(=O)(=O)O)C (p-toluenesulfonic acid), CC(CC(C)=O)C (4-methyl-2-pentanone), NC1=C(SC=C1)\C(\C)=C\C(C)C (3-amino-2-{(E)-(4-methyl-2-penten-2-yl)}thiophene). Product: NC1=C(SC=C1)C(=C)CC(C)C (3-amino-2-(4-methyl-1-penten-2-yl)thiophene). Isolated yield 19.0%. RXN SMILES: C1(C)C=CC(S(O)(=O)=O)=CC=1.CC(C)CC(=O)C.[NH2:19][C:20]1[CH:24]=[CH:23][S:22][C:21]=1/[C:25](=[CH:27]/[CH:28]([CH3:30])[CH3:29])/[CH3:26].NC1C=CSC=1/C(=C\C(C)C)/C>>[NH2:19][C:20]1[CH:24]=[CH:23][S:22][C:21]=1[C:25]([CH2:27][CH:28]([CH3:30])[CH3:29])=[CH2:26]. Procedure: Into a solution obtained by dissolving 3-aminothiophene (2.5 g, 25.2 mmol) in toluene (85.0 g), which was obtained by the method in Example 1 using methyl 3-aminothiophene-2-carboxylate as a starting material were added p-toluenesulfonic acid (0.2 g, 1.1 mmol) and 4-methyl-2-pentanone (100.0 g, 998.4 mmol) at room temperature, and the resulting solution was stirred under reflux under nitrogen atmosphere for 2 hours. The reaction solution was cooled to room temperature, and then washed with a 10%... The reactants are CCCNC(=O)Nc1ccc(Oc2ncnc3cc(OC)c(OCCBr)cc23)cc1Cl, O=C([O-])[O-], CN1CCNCC1, CN(C)C=O, [K+], [K+]. Product: CCCNC(=O)Nc1ccc(Oc2ncnc3cc(OC)c(OCCN4CCN(C)CC4)cc23)cc1Cl. Reaction SMILES: [Br:1][CH2:2][CH2:3][O:4][c:5]1[cH:6][c:7]2[c:8]([O:17][c:18]3[cH:19][c:20]([Cl:31])[c:21]([NH:24][C:25](=[O:26])[NH:27][CH2:28][CH2:29][CH3:30])[cH:22][cH:23]3)[n:9][cH:10][n:11][c:12]2[cH:13][c:14]1[O:15][CH3:16].[C:32](=[O:33])([O-:34])[O-:35].[CH3:38][N:39]1[CH2:40][CH2:41][NH:42][CH2:43][CH2:44]1.[CH3:45][N:46]([CH3:47])[CH:48]=[O:49].[K+:36].[K+:37]>>[CH2:2]([CH2:3][O:4][c:5]1[cH:6][c:7]2[c:8]([O:17][c:18]3[cH:19][c:20]([Cl:31])[c:21]([NH:24][C:25](=[O:26])[NH:27][CH2:28][CH2:29][CH3:30])[cH:22][cH:23]3)[n:9][cH:10][n:11][c:12]2[cH:13][c:14]1[O:15][CH3:16])[N:42]1[CH2:41][CH2:40][N:39]([CH3:38])[CH2:44][CH2:43]1. The reactants are CC(C)(C)OC(=O)CC(Cc1ccc(-c2ccccc2)cc1)C(=O)N1C(=O)OCC1Cc1ccccc1, C1CCOC1, [Li+], [OH-], O, OO. The product is CC(C)(C)OC(=O)CC(Cc1ccc(-c2ccccc2)cc1)C(=O)O. Reaction SMILES: [CH2:1]([CH:2]1[CH2:3][O:4][C:5](=[O:6])[N:7]1[C:14]([CH:15]([CH2:16][C:17](=[O:18])[O:19][C:20]([CH3:21])([CH3:22])[CH3:23])[CH2:24][c:25]1[cH:26][cH:27][c:28](-[c:31]2[cH:32][cH:33][cH:34][cH:35][cH:36]2)[cH:29][cH:30]1)=[O:37])[c:8]1[cH:9][cH:10][cH:11][cH:12][cH:13]1.[CH2:38]1[O:39][CH2:40][CH2:41][CH2:42]1.[Li+:46].[OH-:45].[OH2:47].[OH:43][OH:44]>>[C:14]([CH:15]([CH2:16][C:17](=[O:18])[O:19][C:20]([CH3:21])([CH3:22])[CH3:23])[CH2:24][c:25]1[cH:26][cH:27][c:28](-[c:31]2[cH:32][cH:33][cH:34][cH:35][cH:36]2)[cH:29][cH:30]1)([OH:37])=[O:45]. As a reaction SMILES: [CH3:1][n:2]1[c:3]([CH2:8][C:9](=[O:10])[O:11][CH2:12][CH3:13])[cH:4][c:5]([CH3:7])[cH:6]1.[Cl:14][c:15]1[cH:16][c:17]([C:18](=[O:19])[Cl:20])[cH:21][cH:22][c:23]1[Cl:24].[c:25]1([CH3:26])[c:27]([CH3:28])[cH:29][cH:30][cH:31][cH:32]1>>[CH3:1][n:2]1[c:3]([CH2:8][C:9](=[O:10])[O:11][CH2:12][CH3:13])[cH:4][c:5]([CH3:7])[c:6]1[C:18]([c:17]1[cH:16][c:15]([Cl:14])[c:23]([Cl:24])[cH:22][cH:21]1)=[O:19]. The product is CCOC(=O)Cc1cc(C)c(C(=O)c2ccc(Cl)c(Cl)c2)n1C. Reactants: CCOC(=O)Cc1cc(C)cn1C, O=C(Cl)c1ccc(Cl)c(Cl)c1, Cc1ccccc1C. The reactants are NC([C@@H](CC(C)C)NC1=NC(=C(C(=O)OC)C(=C1)C#N)C=1C=NN(C1)C)=O ((R)-methyl 6-(1-amino-4-methyl-1-oxopentan-2-ylamino)-4-cyano-2-(1-methyl-1H-pyrazol-4-yl)nicotinate). Reagents/catalysts: [OH-].[Pd+2].[OH-] (palladium hydroxide). Solvent: CO (MeOH), CC(=O)O (HOAc). Conditions: time 3 hour. Yields the product CC(C[C@H](C(=O)N)NC1=CC2=C(C(=N1)C=1C=NN(C1)C)C(NC2)=O)C ((R)-4-Methyl-2-(4-(1-methyl-1H-pyrazol-4-yl)-3-oxo-2,3-dihydro-1H-pyrrolo[3,4-c]pyridin-6-ylamino)pentanamide). The yield is 54.2%. Reaction SMILES: [NH2:1][C:2](=[O:27])[C@H:3]([NH:8][C:9]1[CH:18]=[C:17]([C:19]#[N:20])[C:12]([C:13](OC)=[O:14])=[C:11]([C:21]2[CH:22]=[N:23][N:24]([CH3:26])[CH:25]=2)[N:10]=1)[CH2:4][CH:5]([CH3:7])[CH3:6]>CO.CC(O)=O.[OH-].[Pd+2].[OH-]>[CH3:6][CH:5]([CH3:7])[CH2:4][C@@H:3]([NH:8][C:9]1[N:10]=[C:11]([C:21]2[CH:22]=[N:23][N:24]([CH3:26])[CH:25]=2)[C:12]2[C:13](=[O:14])[NH:20][CH2:19][C:17]=2[CH:18]=1)[C:2]([NH2:1])=[O:27] |f:3.4.5|. Procedure: A mixture of (R)-methyl 6-(1-amino-4-methyl-1-oxopentan-2-ylamino)-4-cyano-2-(1-methyl-1H-pyrazol-4-yl)nicotinate (20.3 mg, 0.055 mmol) and palladium hydroxide (10 mg, 0.094 mmol) in MeOH (2 mL) and HOAc (2 mL) was stirred at RT for 3 h under a hydrogen atmosphere. The mixture was filtered to remove the catalyst and the filtrate was concentrated under reduced pressure. The residue was treated with saturated aq NaHCO3 (20 mL) and EtOAc (20 mL) for 12 h. The mixture was extracted with EtOAc (2×20 ... Reactants: ClC=1C(=C(C=CC1)C(C)=O)F (1-(3-Chloro-2-fluorophenyl)ethanone), O1CCN(CC1)S(=O)(=O)C=1C=C(C(=O)NN)C=CC1 (3-(morpholinosulfonyl)benzohydrazide). Run in CO (methanol), C(C)(=O)O (acetic acid). Reaction conditions: temperature 120 celsius. The product is ClC=1C(=C(C=CC1)\C(\C)=N\NC(C1=CC(=CC=C1)S(=O)(=O)N1CCOCC1)=O)F ((E)-N′-(1-(3-chloro-2-fluorophenyl)ethylidene)-3-(morpholinosulfonyl)benzohydrazide). The yield is 43.1%. Reaction SMILES: [Cl:1][C:2]1[C:3]([F:11])=[C:4]([C:8](=O)[CH3:9])[CH:5]=[CH:6][CH:7]=1.[O:12]1[CH2:17][CH2:16][N:15]([S:18]([C:21]2[CH:22]=[C:23]([CH:28]=[CH:29][CH:30]=2)[C:24]([NH:26][NH2:27])=[O:25])(=[O:20])=[O:19])[CH2:14][CH2:13]1>CO.C(O)(=O)C>[Cl:1][C:2]1[C:3]([F:11])=[C:4](/[C:8](=[N:27]/[NH:26][C:24](=[O:25])[C:23]2[CH:28]=[CH:29][CH:30]=[C:21]([S:18]([N:15]3[CH2:16][CH2:17][O:12][CH2:13][CH2:14]3)(=[O:19])=[O:20])[CH:22]=2)/[CH3:9])[CH:5]=[CH:6][CH:7]=1. Reported procedure: 1-(3-Chloro-2-fluorophenyl)ethanone (20 mg, 0.116 mmol) and 3-(morpholinosulfonyl)benzohydrazide (33.1 mg, 0.116 mmol) were dissolved in methanol (4 mL) in the presence of acetic acid as a catalyst, and the reaction mixture was heated via microwave irradiation to 120° C. for 30 min. Following cooling, the solvent was removed by vacuum and the resulting crude material was purified by flash column chromatography (2% CH3OH/CH2Cl2) affording the title compound (22 mg) as a solid. 1H NMR (400 MHz, CD... Starting materials: COC=1C=C(C=CC1NC(=O)NC1=C(C=CC=C1)C)CC(=O)O (3-methoxy-4-[N′-(2-methylphenyl)ureido]phenylacetic acid), C1=C(C=CC2=CC=CC=C12)O[C@H]1C[C@H](NC1)COC1=CC=C(C(=O)OC)C=C1 (methyl 4-[(2S,4S)-4-(2-naphthyloxy)-2-pyrrolidinyl]methoxybenzoate), CCN=C=NCCCN(C)C.Cl (EDC.HCl), ice water. Reagents/catalysts: CN(C)C=1C=CN=CC1 (DMAP). The solvent is CN(C)C=O (DMF). Conditions: time 3 day. Yields the product COC=1C=C(C=CC1NC(=O)NC1=C(C=CC=C1)C)CC(=O)N1[C@@H](C[C@@H](C1)OC1=CC2=CC=CC=C2C=C1)COC1=CC=C(C(=O)OC)C=C1 (methyl 4-[(2S,4S)-1-[3-methoxy-4-[N′-(2-methylphenyl)ureido]phenylacetyl]-4-(2-naphthyloxy)-2-pyrrolidinyl]methoxybenzoate). The yield is 728.1%. RXN SMILES: [CH3:1][O:2][C:3]1[CH:4]=[C:5]([CH2:20][C:21]([OH:23])=O)[CH:6]=[CH:7][C:8]=1[NH:9][C:10]([NH:12][C:13]1[CH:18]=[CH:17][CH:16]=[CH:15][C:14]=1[CH3:19])=[O:11].[CH:24]1[C:33]2[C:28](=[CH:29][CH:30]=[CH:31][CH:32]=2)[CH:27]=[CH:26][C:25]=1[O:34][C@@H:35]1[CH2:39][NH:38][C@H:37]([CH2:40][O:41][C:42]2[CH:51]=[CH:50][C:45]([C:46]([O:48][CH3:49])=[O:47])=[CH:44][CH:43]=2)[CH2:36]1.CCN=C=NCCCN(C)C.Cl>CN(C1C=CN=CC=1)C.CN(C=O)C>[CH3:1][O:2][C:3]1[CH:4]=[C:5]([CH2:20][C:21]([N:38]2[CH2:39][C@@H:35]([O:34][C:25]3[CH:26]=[CH:27][C:28]4[C:33](=[CH:32][CH:31]=[CH:30][CH:29]=4)[CH:24]=3)[CH2:36][C@H:37]2[CH2:40][O:41][C:42]2[CH:43]=[CH:44][C:45]([C:46]([O:48][CH3:49])=[O:47])=[CH:50][CH:51]=2)=[O:23])[CH:6]=[CH:7][C:8]=1[NH:9][C:10]([NH:12][C:13]1[CH:18]=[CH:17][CH:16]=[CH:15][C:14]=1[CH3:19])=[O:11] |f:2.3|. Procedure: A mixture of 3-methoxy-4-[N′-(2-methylphenyl)ureido]phenylacetic acid (333 mg, 0.106 mmol), methyl 4-[(2S,4S)-4-(2-naphthyloxy)-2-pyrrolidinyl]methoxybenzoate (400 mg, 1.06 mmol), EDC.HCl (305 mg, 1.59 mmol) and DMAP (194 mg, 1.59 mmol) in DMF (10 ml) was stirred at room temperature for 3 days. The mixture was poured into ice water and extracted with EtOAc. The combined extracts were washed with ice water and brine. After dried over Na2SO4, the extracts were concentrated in vacuo. The residue wa... The reactants are N([C@@H](C(C)C)C(=O)N1[C@H](C(=O)N2[C@H](C(=O)O)CCC2)CCC1)C(=O)OC(C)(C)C (BOC-Val-Pro-Pro-OH), CC(C)O.O(C(C)C)C(C)C (iPrOH iPr2O), Cl (HCl), N[C@@H](CC(C)C)C(=O)NCC(=O)N[C@@H](CC1=CNC2=CC=CC=C12)C(=O)N[C@@H](CCSC)C(=O)OC (H-Leu-Gly-Trp-Met-OMe). Run in CO (methanol), C(C)(=O)OCC (ethyl acetate). Yields the product N([C@@H](C(C)C)C(=O)N1[C@H](C(=O)N2[C@H](C(=O)N[C@@H](CC(C)C)C(=O)NCC(=O)N[C@@H](CC3=CNC4=CC=CC=C34)C(=O)N[C@@H](CCSC)C(=O)OC)CCC2)CCC1)C(=O)OC(C)(C)C (BOC-Val-Pro-Pro-Leu-Gly-Trp-Met-OMe). Isolated yield 80.0%. RXN SMILES: [NH:1]([C:23]([O:25][C:26]([CH3:29])([CH3:28])[CH3:27])=[O:24])[C@H:2]([C:6]([N:8]1[CH2:22][CH2:21][CH2:20][C@H:9]1[C:10]([N:12]1[CH2:19][CH2:18][CH2:17][C@H:13]1[C:14](O)=[O:15])=[O:11])=[O:7])[CH:3]([CH3:5])[CH3:4].Cl.[NH2:31][C@H:32]([C:37]([NH:39][CH2:40][C:41]([NH:43][C@H:44]([C:55]([NH:57][C@H:58]([C:63]([O:65][CH3:66])=[O:64])[CH2:59][CH2:60][S:61][CH3:62])=[O:56])[CH2:45][C:46]1[C:54]2[C:49](=[CH:50][CH:51]=[CH:52][CH:53]=2)[NH:48][CH:47]=1)=[O:42])=[O:38])[CH2:33][CH:34]([CH3:36])[CH3:35].CC(O)C.O(C(C)C)C(C)C>CO.C(OCC)(=O)C>[NH:1]([C:23]([O:25][C:26]([CH3:28])([CH3:27])[CH3:29])=[O:24])[C@H:2]([C:6]([N:8]1[CH2:22][CH2:21][CH2:20][C@H:9]1[C:10]([N:12]1[CH2:19][CH2:18][CH2:17][C@H:13]1[C:14]([NH:31][C@H:32]([C:37]([NH:39][CH2:40][C:41]([NH:43][C@H:44]([C:55]([NH:57][C@H:58]([C:63]([O:65][CH3:66])=[O:64])[CH2:59][CH2:60][S:61][CH3:62])=[O:56])[CH2:45][C:46]1[C:54]2[C:49](=[CH:50][CH:51]=[CH:52][CH:53]=2)[NH:48][CH:47]=1)=[O:42])=[O:38])[CH2:33][CH:34]([CH3:36])[CH3:35])=[O:15])=[O:11])=[O:7])[CH:3]([CH3:4])[CH3:5] |f:3.4|. Procedure: Starting from 9.10 g (22.12 mmol) of BOC-Val-Pro-Pro-OH (X) and 12.30 g (22.12 mmol of HCl.H-Leu-Gly-Trp-Met-OMe (VI) and operating as described in Step 5, but using as an eluant system ethyl acetate containing an increasing amount of methanol from 5 to 30 percent during the chromatographic purification, 16.16 g (80% yield) of compound XI were obtained from iPrOH/iPr2O: m.p. 184°-190° C. [α]D20 =-98.9° (c=1, MeOH); RfB 0.13; RfC 0.58.